From a dataset of the Open Reaction Database (ORD), a public repository of structured organic reaction records. describe an organic reaction: reactants, conditions, products, and yield Starting materials: COC(=O)C=1SC(=CC1)C1=NC(=NO1)C1=NC(=NC(=N1)N)N(C1=CC=CC=C1)C (5-{3-[4-amino-6-(methyl-phenyl-amino)-[1,3,5]triazin-2-yl]-[1,2,4]oxadiazol-5-yl}-thiophene-2-carboxylic acid methyl ester), [OH-].[Na+] (sodium hydroxide), Cl (hydrochloric acid). Solvent: CO (methanol). Conditions: time 18 hour. Product: NC1=NC(=NC(=N1)N(C1=CC=CC=C1)C)C1=NOC(=N1)C1=CC=C(S1)C(=O)O (5-{3-[4-Amino-6-(methyl-phenyl-amino)-[1,3,5]triazin-2-yl][1,2,4]oxadiazol-5-yl}-thiophene-2-carboxylic acid). The yield is 46.5%. As a reaction SMILES: C[O:2][C:3]([C:5]1[S:6][C:7]([C:10]2[O:14][N:13]=[C:12]([C:15]3[N:20]=[C:19]([NH2:21])[N:18]=[C:17]([N:22]([CH3:29])[C:23]4[CH:28]=[CH:27][CH:26]=[CH:25][CH:24]=4)[N:16]=3)[N:11]=2)=[CH:8][CH:9]=1)=[O:4].[OH-].[Na+].Cl>CO>[NH2:21][C:19]1[N:18]=[C:17]([N:22]([CH3:29])[C:23]2[CH:24]=[CH:25][CH:26]=[CH:27][CH:28]=2)[N:16]=[C:15]([C:12]2[N:11]=[C:10]([C:7]3[S:6][C:5]([C:3]([OH:4])=[O:2])=[CH:9][CH:8]=3)[O:14][N:13]=2)[N:20]=1 |f:1.2|. Procedure: To a stirred solution of 5-{3-[4-amino-6-(methyl-phenyl-amino)-[1,3,5]triazin-2-yl]-[1,2,4]oxadiazol-5-yl}-thiophene-2-carboxylic acid methyl ester (Example 82, 1.02 g, 2.45 mmol) in methanol (5 mL) was added aqueous sodium hydroxide solution (2M, 5 mL). The mixture was stirred for 18 h then acidified with hydrochloric acid (1M, 10 mL). The precipitate formed was filtered off and dried in vacuo at 50 C for 2 h to give the title compound (450 mg, 46%). Method B HPLC-MS: MH+ requires m/z=396. Foun...